This data is from the Open Reaction Database (ORD), a public repository of structured organic reaction records. The task is: describe an organic reaction: reactants, conditions, products, and yield The reactants are NN1C=C(C(C2=CC(=CC=C12)C#CCO)=O)C(=O)NCC1=CC=C(C=C1)Cl (1-Amino-N-(4-chlorobenzyl)-6-(3-hydroxy-1-propynyl)-4-oxo-1,4-dihydro-3-quinolinecarboxamide), C(C)(=O)O (acetic acid). The reagents and catalysts are [Pt] (platinum on carbon). The solvent is CO.CN(C)C=O (methanol DMF). Reaction conditions: time 4.5 hour. Yields the product NN1C=C(C(C2=CC(=CC=C12)CCCO)=O)C(=O)NCC1=CC=C(C=C1)Cl (1-Amino-N-(4-chlorobenzyl)-6-(3-hydroxypropyl)-4-oxo-1,4-dihydro-3-quinolinecarboxamide). Isolated yield 47.1%. RXN SMILES: [NH2:1][N:2]1[C:11]2[C:6](=[CH:7][C:8]([C:12]#[C:13][CH2:14][OH:15])=[CH:9][CH:10]=2)[C:5](=[O:16])[C:4]([C:17]([NH:19][CH2:20][C:21]2[CH:26]=[CH:25][C:24]([Cl:27])=[CH:23][CH:22]=2)=[O:18])=[CH:3]1.C(O)(=O)C>CO.CN(C=O)C.[Pt]>[NH2:1][N:2]1[C:11]2[C:6](=[CH:7][C:8]([CH2:12][CH2:13][CH2:14][OH:15])=[CH:9][CH:10]=2)[C:5](=[O:16])[C:4]([C:17]([NH:19][CH2:20][C:21]2[CH:26]=[CH:25][C:24]([Cl:27])=[CH:23][CH:22]=2)=[O:18])=[CH:3]1 |f:2.3|. Procedure details: 1-Amino-N-(4-chlorobenzyl)-6-(3-hydroxy-1-propynyl)-4-oxo-1,4-dihydro-3-quinolinecarboxamide (0.21 g) from Example No. 118 is dissolved in a 1:1 mixture of methanol/DMF. To the solution is added 5% platinum on carbon (0.11 g) and acetic acid (0.5 mL). The reaction is shaken under a hydrogen atmosphere (35 psi) for 4.5 hours. The catalyst is removed by filtration through Celite. The filtrate is concentrated in vacuo, and the resulting white solid is triturated with dichloromethane. The crude prod...